From a dataset of the Open Reaction Database (ORD), a public repository of structured organic reaction records. describe an organic reaction: reactants, conditions, products, and yield Reactants: CN1CCC(c2c[nH]c3ccc(O)cc23)CC1, CN(C)C=O, [H-], [Na+], O, O=S(=O)(Cl)c1ccccc1. The product is CN1CCC(c2c[nH]c3ccc(OS(=O)(=O)c4ccccc4)cc23)CC1. RXN SMILES: [CH3:1][N:2]1[CH2:3][CH2:4][CH:5]([c:8]2[cH:9][nH:10][c:11]3[cH:12][cH:13][c:14]([OH:17])[cH:15][c:16]23)[CH2:6][CH2:7]1.[CH3:31][N:32]([CH3:33])[CH:34]=[O:35].[H-:18].[Na+:19].[OH2:30].[c:20]1([S:26](=[O:27])(=[O:28])[Cl:29])[cH:21][cH:22][cH:23][cH:24][cH:25]1>>[CH3:1][N:2]1[CH2:3][CH2:4][CH:5]([c:8]2[cH:9][nH:10][c:11]3[cH:12][cH:13][c:14]([O:17][S:26]([c:20]4[cH:21][cH:22][cH:23][cH:24][cH:25]4)(=[O:27])=[O:28])[cH:15][c:16]23)[CH2:6][CH2:7]1. Starting materials: CC1(C)CC(c2ccccn2)c2cc(C(=O)c3ccccc3)ccc2O1, O=C(OO)c1cccc(Cl)c1, ClCCl. Product: CC1(C)CC(c2cccc[n+]2[O-])c2cc(C(=O)c3ccccc3)ccc2O1. As a reaction SMILES: [C:1]([c:2]1[cH:3][cH:4][cH:5][cH:6][cH:7]1)(=[O:8])[c:9]1[cH:10][cH:11][c:12]2[c:13]([cH:26]1)[CH:14]([c:20]1[n:21][cH:22][cH:23][cH:24][cH:25]1)[CH2:15][C:16]([CH3:18])([CH3:19])[O:17]2.[Cl:27][c:28]1[cH:29][cH:30][cH:31][c:32]([C:33]([O:34][OH:36])=[O:35])[cH:37]1.[Cl:38][CH2:39][Cl:40]>>[C:1]([c:2]1[cH:3][cH:4][cH:5][cH:6][cH:7]1)(=[O:8])[c:9]1[cH:10][cH:11][c:12]2[c:13]([cH:26]1)[CH:14]([c:20]1[n+:21]([O-:35])[cH:22][cH:23][cH:24][cH:25]1)[CH2:15][C:16]([CH3:18])([CH3:19])[O:17]2.